Dataset: the Open Reaction Database (ORD), a public repository of structured organic reaction records. Task: describe an organic reaction: reactants, conditions, products, and yield Product: ClC1=CC(=C(C=N1)C=1SC(=C(N1)C(=O)NCCCN1CCCCC1)C)NC(C)C (2-(6-chloro-4-(isopropylamino)pyridin-3-yl)-5-methyl-N-(3-(piperidin-1-yl)propyl)thiazole-4-carboxamide). Procedure details: Followed the same procedure as mentioned in the synthesis of compound no. 24a, instead of piperidin-3-ol, 3-(piperidin-1-yl)propan-1-amine was used. Reaction SMILES: [Cl:1][C:2]1[N:7]=[CH:6][C:5]([C:8]2[S:9][CH:10]=[C:11]([C:13]([N:15]3[CH2:20][CH2:19][CH2:18]C(O)C3)=[O:14])[N:12]=2)=[C:4]([NH:22][CH:23]([CH3:25])[CH3:24])[CH:3]=1.[NH:26]1[CH2:31][CH2:30][CH2:29][CH:28](O)[CH2:27]1.N1(CCCN)CCCC[CH2:34]1>>[Cl:1][C:2]1[N:7]=[CH:6][C:5]([C:8]2[S:9][C:10]([CH3:34])=[C:11]([C:13]([NH:15][CH2:20][CH2:19][CH2:18][N:26]3[CH2:31][CH2:30][CH2:29][CH2:28][CH2:27]3)=[O:14])[N:12]=2)=[C:4]([NH:22][CH:23]([CH3:24])[CH3:25])[CH:3]=1. The reactants are ClC1=CC(=C(C=N1)C=1SC=C(N1)C(=O)N1CC(CCC1)O)NC(C)C ((2-(6-chloro-4-(isopropylamino)pyridin-3-yl)thiazol-4-yl)(3-hydroxypiperidin-1-yl)methanone), N1CC(CCC1)O (piperidin-3-ol), N1(CCCCC1)CCCN (3-(piperidin-1-yl)propan-1-amine). Starting materials: N1(CCNCC1)CCO (1-piperazineethanol), C([O-])([O-])=O.[K+].[K+] (potassium carbonate), CN(C=O)C (N,N-dimethylformamide), C(C1=CC=CC=C1)(C1=CC=CC=C1)Br (benzhydryl bromide). Solvent: O (water). Product: C(C1=CC=CC=C1)(C1=CC=CC=C1)N1CCN(CC1)CCO (4-benzhydryl-1-piperazineethanol). The yield is 84.4%. Reaction SMILES: [N:1]1([CH2:7][CH2:8][OH:9])[CH2:6][CH2:5][NH:4][CH2:3][CH2:2]1.C(=O)([O-])[O-].[K+].[K+].CN(C)C=O.[CH:21](Br)([C:28]1[CH:33]=[CH:32][CH:31]=[CH:30][CH:29]=1)[C:22]1[CH:27]=[CH:26][CH:25]=[CH:24][CH:23]=1>O>[CH:21]([N:4]1[CH2:5][CH2:6][N:1]([CH2:7][CH2:8][OH:9])[CH2:2][CH2:3]1)([C:22]1[CH:27]=[CH:26][CH:25]=[CH:24][CH:23]=1)[C:28]1[CH:33]=[CH:32][CH:31]=[CH:30][CH:29]=1 |f:1.2.3|. Reported procedure: To a mixture of 1-piperazineethanol (11.4 g), potassium carbonate powder (24.3 g) and N,N-dimethylformamide (100 ml) was added dropwise benzhydryl bromide (21.7 g) under stirring. The mixture was stirred at room temperature for 2 hours, diluted with water and extracted with ethyl ether. The ethyl ether layer was washed with saturated aqueous sodium chloride and dried over anhydrous sodium sulfate. The solvent was then distilled off and the residue was purified by silica gel chromatography [eluen... RXN SMILES: [NH2:1][C:2]1[CH:3]=[C:4]2[C:8](=[CH:9][CH:10]=1)[NH:7][CH:6]=[CH:5]2.[CH2:11]([CH2:15][C:16](=O)[CH3:17])[C:12]([CH3:14])=O>C1(C)C=CC=CC=1>[CH3:17][C:16]1[N:1]([C:2]2[CH:3]=[C:4]3[C:8](=[CH:9][CH:10]=2)[NH:7][CH:6]=[CH:5]3)[C:12]([CH3:14])=[CH:11][CH:15]=1. Procedure: A mixture of 5-aminoindole (1.32 g, 10.0 mmol), acetonylacetone (4.0 mL, 34 mmol, 3.4 eq) and toluene (25 mL) was heated at reflux under nitrogen using a Dean-Stark trap for 24 hours. The reaction was cooled and then poured through a silica gel (approximately 200 g) filter followed by 10% ether in hexanes to afford the title compound (1.52 g, 72%) as an off-white, crystalline solid: Rf =0.75 in diethyl ether; 13C NMR (CDCl3) δ 135.0, 131.4, 129.5, 128.1, 125.6, 122.4, 120.3, 111.3, 105.0, 103.0,... Isolated yield 72.3%. Product: CC=1N(C(=CC1)C)C=1C=C2C=CNC2=CC1 (5-(2,5-Dimethyl-1H-pyrrol-1-yl)-1H-indole). Solvent: C1(=CC=CC=C1)C (toluene). Reactants: NC=1C=C2C=CNC2=CC1 (5-aminoindole), C(C(=O)C)CC(C)=O (acetonylacetone). Reactants: C1(=CC=C(C=C1)S(=O)(=O)NC1C(OC(C1)CSC1=CC=CC=C1)=O)C1=CC=CC=C1 (3-[[(1,1′-biphenyl)-4-yl]sulfonyl]amino-2-oxo-5-[(phenylthio)methyl]-tetrahydrofuran), O.[OH-].[Li+] (lithium hydroxide monohydrate). Run in O (water), C1CCOC1 (THF). Run at time 3 hour. The product is C1(=CC=C(C=C1)S(=O)(=O)NC(C(=O)O)CC(CSC1=CC=CC=C1)O)C1=CC=CC=C1 (2-[[(1,1′-Biphenyl)-4-yl]sulfonyl]amino-4-hydroxy-5-(phenylthio)-pentanoic acid). Reaction SMILES: [C:1]1([C:25]2[CH:30]=[CH:29][CH:28]=[CH:27][CH:26]=2)[CH:6]=[CH:5][C:4]([S:7]([NH:10][CH:11]2[CH2:15][CH:14]([CH2:16][S:17][C:18]3[CH:23]=[CH:22][CH:21]=[CH:20][CH:19]=3)[O:13][C:12]2=[O:24])(=[O:9])=[O:8])=[CH:3][CH:2]=1.[OH2:31].[OH-].[Li+]>O.C1COCC1>[C:1]1([C:25]2[CH:26]=[CH:27][CH:28]=[CH:29][CH:30]=2)[CH:6]=[CH:5][C:4]([S:7]([NH:10][CH:11]([CH2:15][CH:14]([OH:31])[CH2:16][S:17][C:18]2[CH:23]=[CH:22][CH:21]=[CH:20][CH:19]=2)[C:12]([OH:13])=[O:24])(=[O:8])=[O:9])=[CH:3][CH:2]=1 |f:1.2.3|. Procedure: To a solution of 3-[[(1,1′-biphenyl)-4-yl]sulfonyl]amino-2-oxo-5-[(phenylthio)methyl]-tetrahydrofuran 16c (0.18 g, 0.41 mmol) in water (5 mL) and THF (5 mL) is added slowly lithium hydroxide monohydrate (172 mg, 4.1 mmol). The reaction mixture is stirred for 3 hr, then concentrated to dryness. The resulting mixture is diluted with water, and then the mixture is extracted twice with Et2O. The Et2O layer is discarded and the aqueous layer is neutralized carefully with 1N HCl to pH 6, then extracte... Reactants: [BH4-], ClCCl, Cc1c(C)c2c(c(C)c1O)C(O)(CN)CC1(CCC1)O2, [Na+], O. The product is Cc1c(C)c2c(c(C)c1O)C(CN)=CC1(CCC1)O2. As a reaction SMILES: [BH4-:21].[Cl:24][CH2:25][Cl:26].[NH2:1][CH2:2][C:3]1([OH:20])[CH2:4][C:5]2([O:6][c:7]3[c:8]([CH3:16])[c:9]([CH3:15])[c:10]([OH:14])[c:11]([CH3:13])[c:12]31)[CH2:17][CH2:18][CH2:19]2.[Na+:22].[OH2:23]>>[NH2:1][CH2:2][C:3]1=[CH:4][C:5]2([O:6][c:7]3[c:8]([CH3:16])[c:9]([CH3:15])[c:10]([OH:14])[c:11]([CH3:13])[c:12]31)[CH2:17][CH2:18][CH2:19]2. Procedure: To a stirred mixture of 1.95 parts of [2-[4-[[1-[(4-fluorophenyl)methyl]-1H-benzimidazol-2-yl]amino]-1-piperidinyl]ethyl]-cyanamide, 45 parts of tetrahydrofuran and 50 parts of water was added a solution of 3.7 parts of 1-hydroxy-2-propanone in water (=50%). 5 Parts of a sodium hydroxide solution 2N were added dropwise. Upon completion, stirring was continued for 2 hours at room temperature. The reaction mixture was poured onto water. The product was extracted with trichloromethane. The extract ... Product: FC1=CC=C(C=C1)CN1C(=NC2=C1C=CC=C2)NC2CCN(CC2)CCNC=2OC=C(N2)C (1-[(4-fluorophenyl)methyl]-N-[1-[2-[(4-methyl-2-oxazolyl)amino]ethyl]-4-piperidinyl]-1H-benzimidazol-2-amine). Run in O (water), O (water). Conditions: time 2 hour. Reaction SMILES: [F:1][C:2]1[CH:7]=[CH:6][C:5]([CH2:8][N:9]2[C:13]3[CH:14]=[CH:15][CH:16]=[CH:17][C:12]=3[N:11]=[C:10]2[NH:18][CH:19]2[CH2:24][CH2:23][N:22]([CH2:25][CH2:26][NH:27][C:28]#[N:29])[CH2:21][CH2:20]2)=[CH:4][CH:3]=1.[O:30]1C[CH2:33][CH2:32][CH2:31]1.OCC(=O)C.[OH-].[Na+]>O>[F:1][C:2]1[CH:7]=[CH:6][C:5]([CH2:8][N:9]2[C:13]3[CH:14]=[CH:15][CH:16]=[CH:17][C:12]=3[N:11]=[C:10]2[NH:18][CH:19]2[CH2:20][CH2:21][N:22]([CH2:25][CH2:26][NH:27][C:28]3[O:30][CH:31]=[C:32]([CH3:33])[N:29]=3)[CH2:23][CH2:24]2)=[CH:4][CH:3]=1 |f:3.4|. Reactants: [OH-].[Na+] (sodium hydroxide), FC1=CC=C(C=C1)CN1C(=NC2=C1C=CC=C2)NC2CCN(CC2)CCNC#N ([2-[4-[[1-[(4-fluorophenyl)methyl]-1H-benzimidazol-2-yl]amino]-1-piperidinyl]ethyl]-cyanamide), O1CCCC1 (tetrahydrofuran), OCC(C)=O (1-hydroxy-2-propanone). Isolated yield 6.0%.